From a dataset of the Open Reaction Database (ORD), a public repository of structured organic reaction records. describe an organic reaction: reactants, conditions, products, and yield Starting materials: [Br-], CC(C)C[Mg+], CN1CCCC1=O, [Cl-], COc1cccc(OS(=O)(=O)C(F)(F)F)c1, [NH4+], C1CCOC1. The product is COc1cccc(CC(C)C)c1. Reaction SMILES: [Br-:17].[CH2:18]([CH:19]([CH3:20])[CH3:21])[Mg+:22].[CH3:30][N:31]1[CH2:32][CH2:33][CH2:34][C:35]1=[O:36].[Cl-:23].[F:1][C:2]([F:3])([F:4])[S:5]([O:6][c:7]1[cH:8][c:9]([O:13][CH3:14])[cH:10][cH:11][cH:12]1)(=[O:15])=[O:16].[NH4+:24].[O:25]1[CH2:26][CH2:27][CH2:28][CH2:29]1>>[c:7]1([CH2:18][CH:19]([CH3:20])[CH3:21])[cH:8][c:9]([O:13][CH3:14])[cH:10][cH:11][cH:12]1.